From a dataset of the Open Reaction Database (ORD), a public repository of structured organic reaction records. describe an organic reaction: reactants, conditions, products, and yield Starting materials: CS(=O)(=O)c1ccc(C(CC2CCCC2)C(=O)Nc2cnc(Br)cn2)cc1Cl, C#CCO, Cc1ccccc1, CCN(C(C)C)C(C)C, [Cu]I, Cl[Pd]Cl, c1ccc(P(c2ccccc2)c2ccccc2)cc1, c1ccc(P(c2ccccc2)c2ccccc2)cc1. Product: CS(=O)(=O)c1ccc(C(CC2CCCC2)C(=O)Nc2cnc(C#CCO)cn2)cc1Cl. RXN SMILES: [Br:1][c:2]1[n:3][cH:4][c:5]([NH:8][C:9]([CH:10]([CH2:11][CH:12]2[CH2:13][CH2:14][CH2:15][CH2:16]2)[c:17]2[cH:18][c:19]([Cl:27])[c:20]([S:23](=[O:24])(=[O:25])[CH3:26])[cH:21][cH:22]2)=[O:28])[n:6][cH:7]1.[CH2:29]([C:30]#[CH:31])[OH:32].[CH3:42][c:43]1[cH:44][cH:45][cH:46][cH:47][cH:48]1.[CH:33]([N:34]([CH2:35][CH3:36])[CH:37]([CH3:38])[CH3:39])([CH3:40])[CH3:41].[Cu:49][I:50].[Pd:51]([Cl:52])[Cl:53].[c:54]1([P:55]([c:56]2[cH:57][cH:58][cH:59][cH:60][cH:61]2)[c:62]2[cH:63][cH:64][cH:65][cH:66][cH:67]2)[cH:68][cH:69][cH:70][cH:71][cH:72]1.[c:73]1([P:74]([c:75]2[cH:76][cH:77][cH:78][cH:79][cH:80]2)[c:81]2[cH:82][cH:83][cH:84][cH:85][cH:86]2)[cH:87][cH:88][cH:89][cH:90][cH:91]1>>[c:2]1([C:31]#[C:30][CH2:29][OH:32])[n:3][cH:4][c:5]([NH:8][C:9]([CH:10]([CH2:11][CH:12]2[CH2:13][CH2:14][CH2:15][CH2:16]2)[c:17]2[cH:18][c:19]([Cl:27])[c:20]([S:23](=[O:24])(=[O:25])[CH3:26])[cH:21][cH:22]2)=[O:28])[n:6][cH:7]1. Starting materials: ClC1=NC=CC(=N1)OC (2-chloro-4-methoxypyrimidine), N1CCNCC1 (piperazine), O (water). Run in C(C)#N (acetonitrile). Product: COC1=NC(=NC=C1)N1CCNCC1 (1-(4-Methoxypyrimidin-2-yl)piperazine). Isolated yield 90.0%. RXN SMILES: Cl[C:2]1[N:7]=[C:6]([O:8][CH3:9])[CH:5]=[CH:4][N:3]=1.[NH:10]1[CH2:15][CH2:14][NH:13][CH2:12][CH2:11]1.O>C(#N)C>[CH3:9][O:8][C:6]1[CH:5]=[CH:4][N:3]=[C:2]([N:10]2[CH2:15][CH2:14][NH:13][CH2:12][CH2:11]2)[N:7]=1. Reported procedure: A suspension of 2-chloro-4-methoxypyrimidine (21.5 g) and piperazine (64.0 g) in acetonitrile (200 ml) was refluxed for 30 min. The reaction mixture was poured into water (500 ml) and extracted with chloroform (400 ml). The extract was washed with saturated brine and dried over anhydrous magnesium sulfate. The solvent was evaporated to give the title compound (26.0 g) as a pale-yellow oil. The reactants are ClC=1C=CC2=C(N=C(O2)C(=O)OCCOCC)C1 (2-ethoxyethyl 5-chlorobenzoxazol-2-carboxylate), C(C)OCCN (ethoxyethylamine). Run in C1CCOC1 (THF). Run at time 2 hour. The product is C(C)OCCNC(=O)C=1OC2=C(N1)C=C(C=C2)Cl (N-(Ethoxyethyl)-5-chlorobenzoxazole-2-carboxamide). Isolated yield 90.3%. As a reaction SMILES: [Cl:1][C:2]1[CH:3]=[CH:4][C:5]2[O:9][C:8]([C:10]([O:12]CCOCC)=O)=[N:7][C:6]=2[CH:18]=1.[CH2:19]([O:21][CH2:22][CH2:23][NH2:24])[CH3:20]>C1COCC1>[CH2:19]([O:21][CH2:22][CH2:23][NH:24][C:10]([C:8]1[O:9][C:5]2[CH:4]=[CH:3][C:2]([Cl:1])=[CH:18][C:6]=2[N:7]=1)=[O:12])[CH3:20]. Procedure: A mixture of 2-ethoxyethyl 5-chlorobenzoxazol-2-carboxylate (10 g) and 3.5 g of ethoxyethylamine in 10 ml of THF was stirred at room temperature for 2 hours. The precipitated product was filtered and washed well with hexane to give 9 g of product; mp 110°-111° C. Starting materials: COc2ccc1ccccc1c2C (substrate), CC2(C)COB(B1OCC(C)(C)CO1)OC2 (effective_coupling_partner). Reagents/catalysts: ICy. Reaction conditions: temperature 120 celsius, time 12 hour. Product: Cc2cc1ccccc1cc2c4ccc3ccccc3c4C. Starting materials: O=C1C2CCC(C(C1)=O)C2 (2,4-dioxobicyclo[3.2.1]octane), [H-].[Na+] (Sodium hydride), FC1=C(C=C(C=C1)N=C=O)C(F)(F)F (4-fluoro-3-(trifluoromethyl)phenyl isocynate). The solvent is O1CCCC1 (tetrahydrofuran), CCCCCC (hexane). Reaction conditions: time 8 hour. Product: FC1=C(C=C(C=C1)NC(=O)C1C(C2CCC(C1=O)C2)=O)C(F)(F)F (N-[4-fluoro-3-(trifluoromethyl)phenyl]-2,4-dioxobicyclo[3.2.1]octane-3-carboxamide). RXN SMILES: [H-].[Na+].[O:3]=[C:4]1[CH2:10][C:9](=[O:11])[CH:8]2[CH2:12][CH:5]1[CH2:6][CH2:7]2.[F:13][C:14]1[CH:19]=[CH:18][C:17]([N:20]=[C:21]=[O:22])=[CH:16][C:15]=1[C:23]([F:26])([F:25])[F:24]>CCCCCC.O1CCCC1>[F:13][C:14]1[CH:19]=[CH:18][C:17]([NH:20][C:21]([CH:10]2[C:4](=[O:3])[CH:5]3[CH2:12][CH:8]([CH2:7][CH2:6]3)[C:9]2=[O:11])=[O:22])=[CH:16][C:15]=1[C:23]([F:24])([F:25])[F:26] |f:0.1|. Procedure details: Sodium hydride (60% dispersion in mineral oil, 0.064 g, 1.59 mmol) was washed with dry hexane under a nitrogen atmosphere to remove mineral oil. It was then suspended in dry tetrahydrofuran (3 mL). To the suspension was added a solution of 2,4-dioxobicyclo[3.2.1]octane (0.20 g, 1.45 mmol) in dry tetrahydrofuran (10 mL). The resulting mixture was stirred at room temperature under a nitrogen atmosphere overnight. It was then treated with 4-fluoro-3-(trifluoromethyl)phenyl isocynate (0.31 mL, 2.17 ... Starting materials: COc1ccc(S(=O)(=O)N2CC(OC(C)=O)C3OC(C)(C)OC3C2C(=O)NOCc2ccccc2)cc1, C[O-], CO, [Na+]. Yields the product COc1ccc(S(=O)(=O)N2CC(O)C3OC(C)(C)OC3C2C(=O)NOCc2ccccc2)cc1. Reaction SMILES: [CH2:1]([c:2]1[cH:3][cH:4][cH:5][cH:6][cH:7]1)[O:8][NH:9][C:10](=[O:11])[CH:12]1[N:13]([S:27](=[O:28])(=[O:29])[c:30]2[cH:31][cH:32][c:33]([O:36][CH3:37])[cH:34][cH:35]2)[CH2:14][CH:15]([O:23][C:24](=[O:25])[CH3:26])[CH:16]2[CH:17]1[O:18][C:19]([CH3:21])([CH3:22])[O:20]2.[CH3:38][O-:39].[CH3:41][OH:42].[Na+:40]>>[CH2:1]([c:2]1[cH:3][cH:4][cH:5][cH:6][cH:7]1)[O:8][NH:9][C:10](=[O:11])[CH:12]1[N:13]([S:27](=[O:28])(=[O:29])[c:30]2[cH:31][cH:32][c:33]([O:36][CH3:37])[cH:34][cH:35]2)[CH2:14][CH:15]([OH:23])[CH:16]2[CH:17]1[O:18][C:19]([CH3:21])([CH3:22])[O:20]2. The reactants are BrC=1C(=NC(=NC1S(=O)C)N)C=1OC=CC1 (5-bromo-4-furan-2-yl-6-methanesulfinyl-pyrimidin-2-yl-amine), C1(CCCCC1)O (cyclohexanol), C1CCC2=NCCCN2CC1 (DBU). The solvent is O1CCOCC1 (dioxane). The product is BrC=1C(=NC(=NC1OC1=CC=CC=C1)N)C=1OC=CC1 (5-Bromo-4-furan-2-yl-6-phenoxy-pyrimidin-2-yl-amine). Reaction SMILES: [Br:1][C:2]1[C:3]([C:12]2[O:13][CH:14]=[CH:15][CH:16]=2)=[N:4][C:5]([NH2:11])=[N:6][C:7]=1S(C)=O.[CH:17]1([OH:23])[CH2:22][CH2:21][CH2:20][CH2:19][CH2:18]1.C1CCN2C(=NCCC2)CC1>O1CCOCC1>[Br:1][C:2]1[C:3]([C:12]2[O:13][CH:14]=[CH:15][CH:16]=2)=[N:4][C:5]([NH2:11])=[N:6][C:7]=1[O:23][C:17]1[CH:22]=[CH:21][CH:20]=[CH:19][CH:18]=1. Procedure details: From 5-bromo-4-furan-2-yl-6-methanesulfinyl-pyrimidin-2-yl-amine, cyclohexanol and DBU in dioxane. EI-MS m/e (%): 339 (M{81Br}+, 15), 337 (M{79Br}+, 16), 257 ([M—C6H10]+, 97), 255 ([M—C6H]+, 100). The reactants are CCOC(=O)CCCBr, COC(=O)c1ccccc1NS(=O)(=O)c1ccc(C)cc1, CCC(C)=O. Yields the product CCOC(=O)CCCN(c1ccccc1C(=O)OC)S(=O)(=O)c1ccc(C)cc1. Reaction SMILES: [Br:22][CH2:23][CH2:24][CH2:25][C:26](=[O:27])[O:28][CH2:29][CH3:30].[CH3:1][O:2][C:3]([c:4]1[c:5]([NH:10][S:11](=[O:12])(=[O:13])[c:14]2[cH:15][cH:16][c:17]([CH3:20])[cH:18][cH:19]2)[cH:6][cH:7][cH:8][cH:9]1)=[O:21].[CH3:31][C:32](=[O:33])[CH2:34][CH3:35]>>[CH3:1][O:2][C:3]([c:4]1[c:5]([N:10]([S:11](=[O:12])(=[O:13])[c:14]2[cH:15][cH:16][c:17]([CH3:20])[cH:18][cH:19]2)[CH2:23][CH2:24][CH2:25][C:26](=[O:27])[O:28][CH2:29][CH3:30])[cH:6][cH:7][cH:8][cH:9]1)=[O:21]. Reactants: C(C)OCN1C(=O)NC=2N=CNC2C1=O (1-ethoxymethylxanthine), C([O-])([O-])=O.[K+].[K+] (potassium carbonate), ClC(CCC)P(OCC)(=O)OCC (diethyl chlorobutanephosphonate). Yields the product C(C)OCN1C(=O)N(C=2N=CN(C2C1=O)CCCCP(OCC)(OCC)=O)C (Diethyl [4-(1-ethoxymethyl-3-methylxanthin-7-yl)butyl]phosphonate). Reaction SMILES: [CH2:1]([O:3][CH2:4][N:5]1[C:14](=[O:15])[C:13]2[NH:12][CH:11]=[N:10][C:9]=2[NH:8][C:6]1=[O:7])[CH3:2].[C:16](=O)([O-])[O-].[K+].[K+].Cl[CH:23]([P:27]([O:32][CH2:33][CH3:34])(=[O:31])[O:28][CH2:29][CH3:30])[CH2:24][CH2:25][CH3:26]>>[CH2:1]([O:3][CH2:4][N:5]1[C:14](=[O:15])[C:13]2[N:12]([CH2:26][CH2:25][CH2:24][CH2:23][P:27](=[O:31])([O:32][CH2:33][CH3:34])[O:28][CH2:29][CH3:30])[CH:11]=[N:10][C:9]=2[N:8]([CH3:16])[C:6]1=[O:7])[CH3:2] |f:1.2.3|. Reported procedure: 4 g (0.018 mol) of 1-ethoxymethylxanthine were stirred at 70° C. for 6 hours with 3 g of potassium carbonate and 4.9 g (0.0214 mol) of diethyl chlorobutanephosphonate. The solution was filtered and concentrated, and the residue which remained was chromatographed (eluent: dichloromethane/methanol 20:1).